Dataset: the Open Reaction Database (ORD), a public repository of structured organic reaction records. Task: describe an organic reaction: reactants, conditions, products, and yield Reactants: [I-].OC1=C(C(=C(C(=C1OC)OC)O)C)CCCCC[P+](C1=CC=CC=C1)(C1=CC=CC=C1)C1=CC=CC=C1 ([5-(2,5-dihydroxy-3,4-dimethoxy-6-methyl-phenyl)-pentyl]triphenylphosphonium iodide), O=O (oxygen). The solvent is C(Cl)Cl (CH2Cl2), C(Cl)Cl (CH2Cl2). Conditions: time 18 hour. Yields the product [I-].COC=1C(C(=C(C(C1OC)=O)CCCCC[P+](C1=CC=CC=C1)(C1=CC=CC=C1)C1=CC=CC=C1)C)=O ([5-(4,5-dimethoxy-2-methyl-3,6-dioxo-1,4-cyclohexadien-1-yl)pentyl]triphenylphosphonium iodide). As a reaction SMILES: [I-:1].[OH:2][C:3]1[C:8]([O:9][CH3:10])=[C:7]([O:11][CH3:12])[C:6]([OH:13])=[C:5]([CH3:14])[C:4]=1[CH2:15][CH2:16][CH2:17][CH2:18][CH2:19][P+:20]([C:33]1[CH:38]=[CH:37][CH:36]=[CH:35][CH:34]=1)([C:27]1[CH:32]=[CH:31][CH:30]=[CH:29][CH:28]=1)[C:21]1[CH:26]=[CH:25][CH:24]=[CH:23][CH:22]=1.O=O>C(Cl)Cl>[I-:1].[CH3:12][O:11][C:7]1[C:6](=[O:13])[C:5]([CH3:14])=[C:4]([CH2:15][CH2:16][CH2:17][CH2:18][CH2:19][P+:20]([C:33]2[CH:34]=[CH:35][CH:36]=[CH:37][CH:38]=2)([C:27]2[CH:28]=[CH:29][CH:30]=[CH:31][CH:32]=2)[C:21]2[CH:22]=[CH:23][CH:24]=[CH:25][CH:26]=2)[C:3](=[O:2])[C:8]=1[O:9][CH3:10] |f:0.1,4.5|. Procedure details: A solution of 13 (2.07 g) in CH2Cl2 (50 mL) was saturated with oxygen gas and a solution of NO2 in CH2Cl2 (0.5 mL, 1.32 M) was added. The reaction was then stirred at room temperature under an oxygen atmosphere for 18 hrs. The solvent was removed in vacuo to afford the crude product [5-(4,5-dimethoxy-2-methyl-3,6-dioxo-1,4-cyclohexadien-1-yl)pentyl]triphenylphosphonium iodide (14) as a red oil. This residue was re-dissolved in CH2Cl2 (10 mL) and triturated in ether (200 mL) to give an initial ye... Reactants: COC(=O)CCN(CCC(=O)OC)Cc1cccnc1, Cl, [H-], [Na+], [Na], c1ccccc1. Product: O=C1CCN(Cc2cccnc2)CC1. Reaction SMILES: [CH3:4][O:5][C:6]([CH2:8][CH2:9][N:10]([CH2:11][CH2:12][C:13](=[O:14])[O:15][CH3:7])[CH2:17][c:18]1[cH:19][n:20][cH:21][cH:22][cH:23]1)=[O:16].[ClH:24].[H-:1].[Na+:2].[Na:3].[cH:25]1[cH:26][cH:27][cH:28][cH:29][cH:30]1>>[CH2:8]1[CH2:9][N:10]([CH2:17][c:18]2[cH:19][n:20][cH:21][cH:22][cH:23]2)[CH2:11][CH2:12][C:13]1=[O:15]. Starting materials: Cc1sc2cnccc2c1Br, O=C(OO)c1cccc(Cl)c1, ClCCl, [Na+], [OH-]. Yields the product Cc1sc2c[n+]([O-])ccc2c1Br. As a reaction SMILES: [Br:1][c:2]1[c:3]([CH3:11])[s:4][c:5]2[cH:6][n:7][cH:8][cH:9][c:10]12.[Cl:12][c:13]1[cH:14][cH:15][cH:16][c:17]([C:18]([O:19][OH:21])=[O:20])[cH:22]1.[Cl:23][CH2:24][Cl:25].[Na+:27].[OH-:26]>>[Br:1][c:2]1[c:3]([CH3:11])[s:4][c:5]2[cH:6][n+:7]([O-:20])[cH:8][cH:9][c:10]12. Starting materials: ClC1=C(C(=O)O)C=CC=C1Cl (2,3-dichlorobenzoic acid), N1(CCOCC1)C(CN)C1=CC=NC=C1 ((2-morpholin-4-yl-2-pyridin-4-ylethyl)amine). Yields the product ClC1=C(C(=O)NCC(C2=CC=NC=C2)N2CCOCC2)C=CC=C1Cl (2,3-Dichloro-N-(2-morpholin-4-yl-2-pyridin-4-yl-ethyl)-benzamide). RXN SMILES: [Cl:1][C:2]1[C:10]([Cl:11])=[CH:9][CH:8]=[CH:7][C:3]=1[C:4]([OH:6])=O.[N:12]1([CH:18]([C:21]2[CH:26]=[CH:25][N:24]=[CH:23][CH:22]=2)[CH2:19][NH2:20])[CH2:17][CH2:16][O:15][CH2:14][CH2:13]1>>[Cl:1][C:2]1[C:10]([Cl:11])=[CH:9][CH:8]=[CH:7][C:3]=1[C:4]([NH:20][CH2:19][CH:18]([N:12]1[CH2:17][CH2:16][O:15][CH2:14][CH2:13]1)[C:21]1[CH:22]=[CH:23][N:24]=[CH:25][CH:26]=1)=[O:6]. Procedure: From 2,3-dichlorobenzoic acid and (2-morpholin-4-yl-2-pyridin-4-ylethyl)amine. The reactants are CCOCC, [Cl-], C1CCOC1, Cc1cccc([Mg+])c1, O=C1c2ccccc2-c2ccccc21. Product: Cc1cccc(C2(O)c3ccccc3-c3ccccc32)c1. As a reaction SMILES: [CH3:24][CH2:25][O:26][CH2:27][CH3:28].[Cl-:1].[O:29]1[CH2:30][CH2:31][CH2:32][CH2:33]1.[c:2]1([CH3:9])[cH:3][c:4]([Mg+:8])[cH:5][cH:6][cH:7]1.[cH:10]1[cH:11][cH:12][cH:13][c:14]2[c:22]1[C:21](=[O:23])[c:20]1[c:15]-2[cH:16][cH:17][cH:18][cH:19]1>>[c:2]1([CH3:9])[cH:3][c:4]([C:21]2([OH:23])[c:20]3[c:15]([cH:16][cH:17][cH:18][cH:19]3)-[c:14]3[cH:13][cH:12][cH:11][cH:10][c:22]32)[cH:5][cH:6][cH:7]1. The reactants are OC=1C=C(C=CC1OC)C(CC1=CC=CC=C1)=O (3-hydroxy4-methoxyphenyl-2-phenyl-ethanone), S(=O)(=O)([O-])[O-].C(CCC)[N+](CCCC)(CCCC)CCCC.C(CCC)[N+](CCCC)(CCCC)CCCC (tetrabutylammonium sulphate), S(O)(O)(=O)=O (Sulphuric acid), [N+](=O)(OC(C)C)[O-] (isopropyl nitrate). The solvent is ClCCl (dichloromethane). Yields the product OC=1C(=C(C=CC1OC)C(CC1=CC=CC=C1)=O)[N+](=O)[O-] (1-(3-Hydroxy-4-methoxy-2-nitrophenyl)-2-phenyl-ethanone). As a reaction SMILES: [OH:1][C:2]1[CH:3]=[C:4]([C:10](=[O:18])[CH2:11][C:12]2[CH:17]=[CH:16][CH:15]=[CH:14][CH:13]=2)[CH:5]=[CH:6][C:7]=1[O:8][CH3:9].S([O-])([O-])(=O)=O.C([N+](CCCC)(CCCC)CCCC)CCC.C([N+](CCCC)(CCCC)CCCC)CCC.[N+:58]([O-])([O:60]C(C)C)=[O:59].S(=O)(=O)(O)O>ClCCl>[OH:1][C:2]1[C:3]([N+:58]([O-:60])=[O:59])=[C:4]([C:10](=[O:18])[CH2:11][C:12]2[CH:17]=[CH:16][CH:15]=[CH:14][CH:13]=2)[CH:5]=[CH:6][C:7]=1[O:8][CH3:9] |f:1.2.3|. Procedure details: To a stirred solution of 1-(3-hydroxy4-methoxyphenyl-2-phenyl-ethanone (8.57 g, 35.4 mmol) in dichloromethane (90 mL) at room temperature was added tetrabutylammonium sulphate (0.6 g, 5 mol %) followed by isopropyl nitrate (7.44 g, 70.8 mmol). Sulphuric acid (96%, 8.5 mL) was then added dropwise causing a gently exothermic reaction, and after stirring for forty minutes, the reaction mixture was poured onto water (250 mL). The phases were separated and the aqueous phase was extracted by dichlorom...